From a dataset of the Open Reaction Database (ORD), a public repository of structured organic reaction records. describe an organic reaction: reactants, conditions, products, and yield The reactants are CC(C)(C)c1ccc(CNCCc2ccncc2)cc1, ClCCCl, O=C(O)c1cc(Cl)cc2cc[nH]c12, ClCCl, Cl. Yields the product CC(C)(C)c1ccc(CN(CCc2ccncc2)C(=O)c2cc(Cl)cc3cc[nH]c23)cc1. As a reaction SMILES: [C:1]([CH3:2])([CH3:3])([CH3:4])[c:5]1[cH:6][cH:7][c:8]([CH2:9][NH:10][CH2:11][CH2:12][c:13]2[cH:14][cH:15][n:16][cH:17][cH:18]2)[cH:19][cH:20]1.[CH2:34]([Cl:35])[CH2:36][Cl:37].[Cl:21][c:22]1[cH:23][c:24]2[cH:25][cH:26][nH:27][c:28]2[c:29]([C:31](=[O:32])[OH:33])[cH:30]1.[Cl:39][CH2:40][Cl:41].[ClH:38]>>[C:1]([CH3:2])([CH3:3])([CH3:4])[c:5]1[cH:6][cH:7][c:8]([CH2:9][N:10]([CH2:11][CH2:12][c:13]2[cH:14][cH:15][n:16][cH:17][cH:18]2)[C:31]([c:29]2[c:28]3[c:24]([cH:23][c:22]([Cl:21])[cH:30]2)[cH:25][cH:26][nH:27]3)=[O:32])[cH:19][cH:20]1. Reactants: Cl[Sn]Cl (SnCl2), [OH-].[Na+] (NaOH), S(N)(=O)(=O)C1=NC=C(C=C1)N (2-Sulfamyl-5-amino-pyridine), N(=O)[O-].[Na+] (NaNO2). Run in Cl (hydrochloric acid), O (water), Cl (hydrochloric acid), O (water), C1CCOC1 (THF). Run at temperature 0 celsius, time 1.5 hour. The product is Cl.S(N)(=O)(=O)C1=NC=C(C=C1)NN (2-Sulfamyl-5-hydrazino-pyridine hydrochloride salt). The yield is 64.2%. Reaction SMILES: [S:1]([C:5]1[CH:10]=[CH:9][C:8]([NH2:11])=[CH:7][N:6]=1)(=[O:4])(=[O:3])[NH2:2].[N:12]([O-])=O.[Na+].[Cl:16][Sn]Cl.[OH-].[Na+]>Cl.O.C1COCC1>[ClH:16].[S:1]([C:5]1[CH:10]=[CH:9][C:8]([NH:11][NH2:12])=[CH:7][N:6]=1)(=[O:4])(=[O:3])[NH2:2] |f:1.2,4.5,9.10|. Reported procedure: To a stirred solution of 2-Sulfamyl-5-amino-pyridine (3 g) in concentrated hydrochloric acid solution (23 ml) was added NaNO2 (1.4 g, 20 mmol) in water (23 ml) while maintaining the temperature between −5° C. and 0° C. After the reaction mixture was stirred at 0° C. for 1.5 hours, SnCl2 (19 g) in concentrated hydrochloric acid solution (25 ml) was added, and the resulting reaction mixture was stirred at 0° C. for 1 hour, then room temperature overnight. The pH of the reaction solution was adjust... Reactants: CCCCC.CCOCC (pentane Et2O), O=[O+][O-] (Ozone), C1(=CC=CC=C1)P(C1=CC=CC=C1)C1=CC=CC=C1 (triphenylphosphine), [Si](C)(C)(C(C)(C)C)OCC[C@@H](C(=C)C)O[Si](C)(C)C(C)(C)C ((S)-1,3-Di-[(tert-butyldimethylsilyloxy)]-4-methyl-4-pentene), [Si](C)(C)(C(C)(C)C)OCC[C@@H](C(=C)C)O[Si](C)(C)C(C)(C)C ((S)-1,3-Di-[(tert-butyldimethylsilyloxy)]-4-methyl-4-pentene). The solvent is ClCCl (dichloromethane), O=O (O2). The product is [Si](C)(C)(C(C)(C)C)O[C@H](C(C)=O)CCO[Si](C)(C)C(C)(C)C ((S)-3,5-Di-[(tert-butyldimethylsilyloxy)]-pentan-2-one). Isolated yield 70.0%. Reaction SMILES: O=[O+][O-].[Si:4]([O:11][CH2:12][CH2:13][C@H:14]([O:18][Si:19]([C:22]([CH3:25])([CH3:24])[CH3:23])([CH3:21])[CH3:20])[C:15](C)=[CH2:16])([C:7]([CH3:10])([CH3:9])[CH3:8])([CH3:6])[CH3:5].C1(P(C2C=CC=CC=2)C2C=CC=CC=2)C=CC=CC=1.CCCCC.CC[O:52]CC>O=O.ClCCl>[Si:19]([O:18][C@@H:14]([CH2:13][CH2:12][O:11][Si:4]([C:7]([CH3:8])([CH3:9])[CH3:10])([CH3:5])[CH3:6])[C:15](=[O:52])[CH3:16])([C:22]([CH3:23])([CH3:24])[CH3:25])([CH3:20])[CH3:21] |f:3.4|. Procedure details: Ozone in O2 is directed at -78° C. through a solution of 1.610 g (4.67 mmol) of 11 in 200 ml of absolute dichloromethane (dry ice/acetone-cold bath). When starting compound 11 can no longer be detected by thin-layer chromatography in the solution, 3.89 g (14.83 mmol) of triphenylphosphine is added, and the cold bath is removed. The reaction batch is allowed to come slowly to room temperature, and the solvent is distilled off in a vacuum. Flash chromatography of the residue by a silica gel column... Reactants: COc1ccccc1C(C)(C)CC(O)(C=O)C(F)(F)F, [Cl-], [Cl-], [Cl-], [Cl-], Cn1ncc2c(N)cccc21, [Ti+4]. The product is COc1cccc2c1C(C)(C)CC(O)(C(F)(F)F)C2Nc1cccc2c1cnn2C. RXN SMILES: [CH3:1][O:2][c:3]1[c:4]([C:9]([CH2:10][C:11]([CH:12]=[O:13])([C:14]([F:15])([F:16])[F:17])[OH:18])([CH3:19])[CH3:20])[cH:5][cH:6][cH:7][cH:8]1.[Cl-:32].[Cl-:33].[Cl-:34].[Cl-:35].[NH2:21][c:22]1[c:23]2[cH:24][n:25][n:26]([CH3:31])[c:27]2[cH:28][cH:29][cH:30]1.[Ti+4:36]>>[CH3:1][O:2][c:3]1[c:4]2[c:5]([cH:6][cH:7][cH:8]1)[CH:12]([NH:21][c:22]1[c:23]3[cH:24][n:25][n:26]([CH3:31])[c:27]3[cH:28][cH:29][cH:30]1)[C:11]([C:14]([F:15])([F:16])[F:17])([OH:18])[CH2:10][C:9]2([CH3:19])[CH3:20].